Dataset: the Open Reaction Database (ORD), a public repository of structured organic reaction records. Task: describe an organic reaction: reactants, conditions, products, and yield Starting materials: NC=1C(=C2/C(/C(NC2=CC1)=O)=C/C=1NC=CC1OC)C=1C=C2C=CNC2=CC1 ((Z)-5-amino-1,3-dihydro-4-(5-indolyl)-3-[(3-methoxy-1H-pyrrol-2-yl)methylene]-2H-indol-2-one), S1C(=CC=C1)CC(=O)Cl (2-thiopheneacetyl chloride), C([O-])(O)=O.[Na+] (sodium bicarbonate). Solvent: O (water), O1CCCC1 (tetrahydrofuran). Conditions: time 14 hour. Yields the product N1C=CC2=CC(=CC=C12)C1=C2/C(/C(NC2=CC=C1NC(CC=1SC=CC1)=O)=O)=C/C=1NC=CC1OC ((Z)-N-[2,3-Dihydro-4-(5-indolyl)-3-[(3-methoxy-1H-pyrrol-2-yl)methylene]-2-oxo-1H-indol-5-yl]-2-thiopheneacetamide). As a reaction SMILES: [NH2:1][C:2]1[C:3]([C:20]2[CH:21]=[C:22]3[C:26](=[CH:27][CH:28]=2)[NH:25][CH:24]=[CH:23]3)=[C:4]2[C:8](=[CH:9][CH:10]=1)[NH:7][C:6](=[O:11])/[C:5]/2=[CH:12]\[C:13]1[NH:14][CH:15]=[CH:16][C:17]=1[O:18][CH3:19].[S:29]1[CH:33]=[CH:32][CH:31]=[C:30]1[CH2:34][C:35](Cl)=[O:36].C(=O)(O)[O-].[Na+]>O1CCCC1.O>[NH:25]1[C:26]2[C:22](=[CH:21][C:20]([C:3]3[C:2]([NH:1][C:35](=[O:36])[CH2:34][C:30]4[S:29][CH:33]=[CH:32][CH:31]=4)=[CH:10][CH:9]=[C:8]4[C:4]=3/[C:5](=[CH:12]/[C:13]3[NH:14][CH:15]=[CH:16][C:17]=3[O:18][CH3:19])/[C:6](=[O:11])[NH:7]4)=[CH:28][CH:27]=2)[CH:23]=[CH:24]1 |f:2.3|. Procedure: To a solution of (Z)-5-amino-1,3-dihydro-4-(5-indolyl)-3-[(3-methoxy-1H-pyrrol-2-yl)methylene]-2H-indol-2-one (24 mg, 0.065 mmol) (from Step B above) in 2 mL tetrahydrofuran was added 2-thiopheneacetyl chloride (24 mg, 0.15 mmol) (Aldrich) and a saturated aqueous solution of sodium bicarbonate (0.15 mL). The reaction was stirred at room temperature for 14 hours at which time the reaction was diluted with water (10 mL), and the THF was evaporated in vacuo. The product was then extracted with EtOA... The reactants are C(C)(C)NC(C)C (diisopropylamine), C(CCC)[Li] (n-butyl lithium), C(#N)C(C(=O)OCC)C1=CC(=CC=C1)OC (ethyl 2-cyano-2-(3-methoxyphenyl)acetate), BrCC1=CC=CC=C1 ((bromomethyl)benzene). The solvent is O1CCCC1 (tetrahydrofuran), O1CCCC1 (tetrahydrofuran). Reaction conditions: temperature -40 celsius, time 1 hour. Product: C(#N)C(C(=O)OCC)(CC1=CC=CC=C1)C1=CC(=CC=C1)OC (Ethyl 2-cyano-2-(3-methoxyphenyl)-3-phenylpropanoate). RXN SMILES: C(NC(C)C)(C)C.C([Li])CCC.[C:13]([CH:15]([C:21]1[CH:26]=[CH:25][CH:24]=[C:23]([O:27][CH3:28])[CH:22]=1)[C:16]([O:18][CH2:19][CH3:20])=[O:17])#[N:14].Br[CH2:30][C:31]1[CH:36]=[CH:35][CH:34]=[CH:33][CH:32]=1>O1CCCC1>[C:13]([C:15]([C:21]1[CH:26]=[CH:25][CH:24]=[C:23]([O:27][CH3:28])[CH:22]=1)([CH2:30][C:31]1[CH:36]=[CH:35][CH:34]=[CH:33][CH:32]=1)[C:16]([O:18][CH2:19][CH3:20])=[O:17])#[N:14]. Procedure details: To a solution of diisopropylamine (7.80 ml, 54.7 mmol) in 100 ml dry tetrahydrofuran at −78° C. was added n-butyl lithium (34.2 ml, 54.7 mmol) and stirred for 1 h while the reaction mixture was allowed to warm up to −40° C. A solution of ethyl 2-cyano-2-(3-methoxyphenyl)acetate (10 g, 45.6 mmol) in 100 ml dry tetrahydrofuran was added and the mixture stirred for 30 min. Then (bromomethyl)benzene (8.13 ml, 68.4 mmol) was added and the reaction was stirred over night. The solvent was evaporated an... The product is Nc1cccc(C(=O)O)n1. Starting materials: CC(=O)Nc1cccc(C(=O)O)n1, Cl, [Na+], [OH-]. Reaction SMILES: [C:1](=[O:2])([CH3:3])[NH:4][c:5]1[n:6][c:7]([C:11](=[O:12])[OH:13])[cH:8][cH:9][cH:10]1.[ClH:14].[Na+:16].[OH-:15]>>[NH2:4][c:5]1[n:6][c:7]([C:11](=[O:12])[OH:13])[cH:8][cH:9][cH:10]1. The yield is 80.0%. Conditions: time 20 hour. Reaction SMILES: [OH:1][C:2]1[CH:7]=[CH:6][C:5]([C:8]2[CH:13]=[CH:12][C:11]([C:14]([OH:16])=[O:15])=[CH:10][CH:9]=2)=[CH:4][CH:3]=1.[C:17](Cl)(=[O:28])[CH2:18][CH2:19][CH2:20][CH2:21][CH2:22][CH2:23][CH2:24][CH2:25][CH2:26][CH3:27].CN(C1C=CC=CN=1)C.Cl>ClCCl.C(N(CC)CC)C>[C:17]([O:1][C:2]1[CH:3]=[CH:4][C:5]([C:8]2[CH:13]=[CH:12][C:11]([C:14]([OH:16])=[O:15])=[CH:10][CH:9]=2)=[CH:6][CH:7]=1)(=[O:28])[CH2:18][CH2:19][CH2:20][CH2:21][CH2:22][CH2:23][CH2:24][CH2:25][CH2:26][CH3:27]. Procedure details: 4'-Hydroxybiphenyl-4-carboxylic acid (3.5 g) and triethylamine (2.4 g) were dissolved in dichloromethane (30 ml). Undecanoyl chloride (4.3 g) and dimethylaminopyridine (0.2 g) were added to the solution, and the mixture was stirred at room temperature for about 20 hours. Dilute hydrochloric acid was added thereto, and the organic layer was separated in a separating funnel. The solvent was removed by evaporation, and the residue was dried after washing with n-hexane to give the titled compound (5... Reactants: OC1=CC=C(C=C1)C1=CC=C(C=C1)C(=O)O (4'-Hydroxybiphenyl-4-carboxylic acid), C(CCCCCCCCCC)(=O)Cl (Undecanoyl chloride), CN(C)C1=NC=CC=C1 (dimethylaminopyridine), Cl (hydrochloric acid). Yields the product C(CCCCCCCCCC)(=O)OC1=CC=C(C=C1)C1=CC=C(C=C1)C(=O)O (4'-n-undecanoyloxybiphenyl-4-carboxylic acid). Solvent: ClCCl (dichloromethane), C(C)N(CC)CC (triethylamine).